Dataset: the Open Reaction Database (ORD), a public repository of structured organic reaction records. Task: describe an organic reaction: reactants, conditions, products, and yield Starting materials: FC(C(=O)O)(F)F (Trifluoroacetic acid), C1(CCCCC1)=C(C1=CC(=C(C=C1)/C=C/C(=O)OC(C)(C)C)C)C1=CC=C(C=C1)O (1,1-Dimethylethyl (2E)-3-{4-[cyclohexylidene(4-hydroxyphenyl)methyl]-2-methylphenyl}-2-propenoate). Solvent: C(Cl)Cl (CH2Cl2). Conditions: time 3 hour. The product is C1(CCCCC1)=C(C1=CC(=C(C=C1)/C=C/C(=O)O)C)C1=CC=C(C=C1)O ((2E)-3-{4-[Cyclohexylidene(4-hydroxyphenyl)methyl]-2-methylphenyl}-2-propenoic acid). Isolated yield 76.3%. As a reaction SMILES: FC(F)(F)C(O)=O.[C:8]1(=[C:14]([C:31]2[CH:36]=[CH:35][C:34]([OH:37])=[CH:33][CH:32]=2)[C:15]2[CH:20]=[CH:19][C:18](/[CH:21]=[CH:22]/[C:23]([O:25]C(C)(C)C)=[O:24])=[C:17]([CH3:30])[CH:16]=2)[CH2:13][CH2:12][CH2:11][CH2:10][CH2:9]1>C(Cl)Cl>[C:8]1(=[C:14]([C:31]2[CH:36]=[CH:35][C:34]([OH:37])=[CH:33][CH:32]=2)[C:15]2[CH:20]=[CH:19][C:18](/[CH:21]=[CH:22]/[C:23]([OH:25])=[O:24])=[C:17]([CH3:30])[CH:16]=2)[CH2:13][CH2:12][CH2:11][CH2:10][CH2:9]1. Procedure details: Trifluoroacetic acid (2.0 mL) was added dropwise to 68 (210 mg, 0.519 mmol) dissolved in CH2Cl2 (2 mL) at 0° C. The reaction mixture was stirred at RT for 3 h and the volatiles were removed under reduced pressure. The residue was chromatographed on silica gel (20:1 CH2Cl2:MeOH) and recrystallized (EtOAc:hexanes) to afford 138 mg (76%) of 69 as a pale yellow solid. 1H NMR (400 MHz, DMSO-d6): δ 1.51 (br s, 6H), 2.13 (m, 4H), 2.30 (s, 3H), 6.35 (d, J=16.0 Hz, 1H), 6.66 (d, J=8.2 Hz, 2H), 6.82-6.91 ... Reactants: Br\C=C/C(=O)OCC (ethyl cis-3-bromoacrylate), [Li]CCCC (BuLi), CCCCCC (hexane), FC1=C(C=C(C=C1)F)OC (2,5-difluoroanisol), CC(C)C[AlH]CC(C)C (DIBAL). Reagents/catalysts: [Cl-].[Zn+2].[Cl-] (zinc chloride), CC(=O)[O-].CC(=O)[O-].[Pd+2] (Pd(OAc)2). Solvent: C1CCOC1 (THF), C1CCOC1 (THF). Run at time 1 hour. Yields the product FC=1C(=C(C(=CC1)F)\C=C/CO)OC ((2Z)-3-(3,6-difluoro-2-methoxyphenyl)-2-propen-1-ol). Isolated yield 92.4%. As a reaction SMILES: [Li]CCCC.CCCCCC.[F:12][C:13]1[CH:18]=[CH:17][C:16]([F:19])=[CH:15][C:14]=1[O:20][CH3:21].Br/[CH:23]=[CH:24]\[C:25](OCC)=[O:26].CC(C[AlH]CC(C)C)C>C1COCC1.[Cl-].[Zn+2].[Cl-].CC([O-])=O.CC([O-])=O.[Pd+2]>[F:12][C:13]1[C:14]([O:20][CH3:21])=[C:15](/[CH:23]=[CH:24]\[CH2:25][OH:26])[C:16]([F:19])=[CH:17][CH:18]=1 |f:6.7.8,9.10.11|. Reported procedure: solution of BuLi (2.5M) in hexane (9.6 ml; 0.024 mol) was added to a stirred solution of 2,5-difluoroanisol (2.88 g, 0.02 mol) in dry THF (30 ml) at −70 C, followed after 2 h by solution of zinc chloride (3.6 g; 0.026 mol) in dry THF (50 ml). The reaction temperature was allowed to raise to room temperature and then stirring was maintained at room temperature for 30 min. Pd(OAc)2 (8 mg; 0.2 mol %) was added, followed by ethyl cis-3-bromoacrylate (3.58 g; 0.02 mol). The reaction mixture was place... The reactants are ClCC(=O)N1CCN(CC1)C1=CC(=C(C=C1)Cl)OC (2-chloro-1-[4-(4-chloro-3-methoxy-phenyl)-piperazin-1-yl]-ethanone), CN(C)C=O (DMF), C1(=CC=CC=C1)N1C(OCC1)=O (3-phenyl-oxazolidin-2-one), C(=O)([O-])[O-].[Cs+].[Cs+] (Cs2CO3). Yields the product ClC1=C(C=C(C=C1)N1CCN(CC1)C(CN1C(OC(C1)C1=CC=CC=C1)=O)=O)OC (3-{2-[4-(4-Chloro-3-methoxy-phenyl)-piperazin-1-yl]-2-oxo-ethyl}-5-phenyl-oxazolidin-2-one). As a reaction SMILES: Cl[CH2:2][C:3]([N:5]1[CH2:10][CH2:9][N:8]([C:11]2[CH:16]=[CH:15][C:14]([Cl:17])=[C:13]([O:18][CH3:19])[CH:12]=2)[CH2:7][CH2:6]1)=[O:4].[C:20]1(N2CCOC2=O)[CH:25]=[CH:24][CH:23]=[CH:22][CH:21]=1.[C:32]([O-])([O-])=[O:33].[Cs+].[Cs+].C[N:39]([CH:41]=[O:42])[CH3:40]>>[Cl:17][C:14]1[CH:15]=[CH:16][C:11]([N:8]2[CH2:9][CH2:10][N:5]([C:3](=[O:4])[CH2:2][N:39]3[CH2:40][CH:32]([C:20]4[CH:21]=[CH:22][CH:23]=[CH:24][CH:25]=4)[O:33][C:41]3=[O:42])[CH2:6][CH2:7]2)=[CH:12][C:13]=1[O:18][CH3:19] |f:2.3.4|. Reported procedure: Compound 43 was prepared according to the procedure described Example 2 using 2-Chloro-1-[4-(4-chloro-3-methoxy-phenyl)-piperazin-1-yl]-ethanone (1) (0.1 mmol), 3-phenyl-oxazolidin-2-one and Cs2CO3 in DMF: HPLC retention time, 2.32 minutes (Agilent Zorbax SB-C18, 2.1×50 mm, 5μ, 35° C.) using 1 ml/min flow rate, a 2.5 minute gradient of 20% to 100% B with a 1.1 minute wash at 100% B (A=0.1% formic acid/5% acetonitrile/94.9% water, B=0.1% formic acid/5% water/94.9% acetonitrile); MS (ES) M+H expec... Reactants: C(C)(C)(C)OC(=O)N1CC(CCC1)C=1SC=C(N1)CCl (3-(4-Chloromethyl-thiazol-2-yl)-piperidine-1-carboxylic acid tert-butyl ester), N1(N=NN=C1)C1=CC=C(C=C1)O (4-tetrazol-1-yl-phenol), CsCO3. The solvent is C(C)#N (acetonitrile). Yields the product C(C)(C)(C)OC(=O)N1CC(CCC1)C=1SC=C(N1)COC1=CC=C(C=C1)N1N=NN=C1 (3-[4-(4-Tetrazol-1-yl-phenoxymethyl)-thiazol-2-yl]-piperidine-1-carboxylic acid tert-butyl ester). As a reaction SMILES: [C:1]([O:5][C:6]([N:8]1[CH2:13][CH2:12][CH2:11][CH:10]([C:14]2[S:15][CH:16]=[C:17]([CH2:19]Cl)[N:18]=2)[CH2:9]1)=[O:7])([CH3:4])([CH3:3])[CH3:2].[N:21]1([C:26]2[CH:31]=[CH:30][C:29]([OH:32])=[CH:28][CH:27]=2)[CH:25]=[N:24][N:23]=[N:22]1>C(#N)C>[C:1]([O:5][C:6]([N:8]1[CH2:13][CH2:12][CH2:11][CH:10]([C:14]2[S:15][CH:16]=[C:17]([CH2:19][O:32][C:29]3[CH:30]=[CH:31][C:26]([N:21]4[CH:25]=[N:24][N:23]=[N:22]4)=[CH:27][CH:28]=3)[N:18]=2)[CH2:9]1)=[O:7])([CH3:4])([CH3:3])[CH3:2]. Procedure: A mixture of 3-(4-Chloromethyl-thiazol-2-yl)-piperidine-1-carboxylic acid tert-butyl ester (From Step 1) (300 mg, 0.946 mmol), 4-tetrazol-1-yl-phenol (155 mg, 0.946 mmol), CsCO3 (467 mg, 1.42 mmol) and KI (16 mg, 0.095 mmol) in acetonitrile (10 mL) was heated under reflux for 4 hours. After cooling, the solid was filtered through a pad of celite. The filtrate was concentrated in vacuo. The residue was purified on silica gel (EtOAc-hexanes, 1:1) to afford the desired product. 1H NMR (CDCl3): δ 8.... The reactants are FC1=CC=C(C=C1)NC(NC1=CC=C(C=C1)C=1C=C2CN(C(C2=CC1)=O)[C@H](C(=O)OC)C(C)C)=O ((S)-Methyl 2-(5-(4-(3-(4-fluorophenyl)ureido)phenyl)-1-oxoisoindolin-2-yl)-3-methylbutanoate), NC1=CC=C(C=C1)C=1C=C2CN(C(C2=CC1)=O)[C@H](C(=O)OC)C(C)C ((S)-Methyl 2-(5-(4-aminophenyl)-1-oxoisoindolin-2-yl)-3-methylbutanoate), FC(C=1C=C(C=CC1)N=C=O)(F)F (3-trifluoromethyl phenyl isocyanate), compound, compound. Product: CC([C@@H](C(=O)OC)N1C(C2=CC=C(C=C2C1)C1=CC=C(C=C1)NC(=O)NC1=CC(=CC=C1)C(F)(F)F)=O)C ((S)-Methyl 3-methyl-2-(1-oxo-5-(4-(3-(3-(trifluoromethyl)phenyl)ureido)phenyl)isoindolin-2-yl)butanoate). RXN SMILES: FC1C=CC(NC(=O)NC2C=CC(C3C=C4C(=CC=3)C(=O)N([C@@H](C(C)C)C(OC)=O)C4)=CC=2)=CC=1.[NH2:36][C:37]1[CH:42]=[CH:41][C:40]([C:43]2[CH:44]=[C:45]3[C:49](=[CH:50][CH:51]=2)[C:48](=[O:52])[N:47]([C@@H:53]([CH:58]([CH3:60])[CH3:59])[C:54]([O:56][CH3:57])=[O:55])[CH2:46]3)=[CH:39][CH:38]=1.[F:61][C:62]([F:73])([F:72])[C:63]1[CH:64]=[C:65]([N:69]=[C:70]=[O:71])[CH:66]=[CH:67][CH:68]=1>>[CH3:59][CH:58]([CH3:60])[C@H:53]([N:47]1[CH2:46][C:45]2[C:49](=[CH:50][CH:51]=[C:43]([C:40]3[CH:41]=[CH:42][C:37]([NH:36][C:70]([NH:69][C:65]4[CH:66]=[CH:67][CH:68]=[C:63]([C:62]([F:61])([F:72])[F:73])[CH:64]=4)=[O:71])=[CH:38][CH:39]=3)[CH:44]=2)[C:48]1=[O:52])[C:54]([O:56][CH3:57])=[O:55]. Procedure: The compound of example 246 was prepared analogous to compound of example 224 by reaction of compound of example 223 with 3-trifluoromethyl phenyl isocyanate. The compound of example 246 was used directly without isolation for the preparation of compound of example 247.